This data is from the Open Reaction Database (ORD), a public repository of structured organic reaction records. The task is: describe an organic reaction: reactants, conditions, products, and yield Reactants: C(CCCCCCCCCCC)OC=1C=C(C=CC1OCCCCCCCCCCCC)C(C(=O)C1=CC=C(C=C1)O)=O (1-(3,4-Bis-dodecyloxy-phenyl)-2-(4-hydroxyphenyl)ethane-1,2-dione), C(=O)([O-])[O-].[K+].[K+] (K2CO3), CN(C)C=O (DMF). Reaction conditions: temperature 80 celsius. Yields the product C(CCCCCCCCCCC)OC=1C=C(C=CC1OCCCCCCCCCCCC)C(C(=O)C1=CC=C(C=C1)OCCCCCCOCC1(COC1)C)=O (1-(3,4-Bis-dodecyloxy-phenyl)-2-{4-[6-(3-methyloxetan-3-ylmethoxy)hexyloxy]phenyl}ethane-1,2-dione). Yield: 52.0%. RXN SMILES: [CH2:1]([O:13][C:14]1[CH:15]=[C:16]([C:33](=[O:43])[C:34]([C:36]2[CH:41]=[CH:40][C:39]([OH:42])=[CH:38][CH:37]=2)=[O:35])[CH:17]=[CH:18][C:19]=1[O:20][CH2:21][CH2:22][CH2:23][CH2:24][CH2:25][CH2:26][CH2:27][CH2:28][CH2:29][CH2:30][CH2:31][CH3:32])[CH2:2][CH2:3][CH2:4][CH2:5][CH2:6][CH2:7][CH2:8][CH2:9][CH2:10][CH2:11][CH3:12].[C:44]([O-:47])([O-])=O.[K+].[K+].CN([CH:53]=[O:54])C>>[CH2:1]([O:13][C:14]1[CH:15]=[C:16]([C:33](=[O:43])[C:34]([C:36]2[CH:37]=[CH:38][C:39]([O:42][CH2:1][CH2:2][CH2:3][CH2:4][CH2:5][CH2:6][O:54][CH2:53][C:8]3([CH3:9])[CH2:44][O:47][CH2:7]3)=[CH:40][CH:41]=2)=[O:35])[CH:17]=[CH:18][C:19]=1[O:20][CH2:21][CH2:22][CH2:23][CH2:24][CH2:25][CH2:26][CH2:27][CH2:28][CH2:29][CH2:30][CH2:31][CH3:32])[CH2:2][CH2:3][CH2:4][CH2:5][CH2:6][CH2:7][CH2:8][CH2:9][CH2:10][CH2:11][CH3:12] |f:1.2.3|. Procedure: A mixture of JYC-I-146-A (1.46 g, 2.5 mmol), JYC-I-43-A (0.72 g, 2.7 mmol), and K2CO3 (0.68 g, 4.9 mmol) in 30 mL of DMF was refluxed at 80° C. overnight and then heated at 150° C. for additional 3 h. The reaction mixture was quenched with a saturated NH4Cl aqueous solution and extracted with CH2Cl2. The organic phase was washed with H2O and dried over anhydrous MgSO4. The solvent was removed under reduced pressure to give brown oil. The crude product was purified by column chromatography (silic... Reactants: CC(C)[C@]12CC[C@](C1C2)(C)O (trans-sabinene hydrate), trans- and cis-sabinene hydrates, CC(C)C12CCC(=O)C1C2 (sabina ketone), CC(C)[C@]12CC[C@](C1C2)(C)O (trans-sabinene hydrate), CC(C)[C@]12CC[C@](C1C2)(C)O (trans-sabinene hydrate). Yields the product C(C)(C)C1=CC(CC1)=O (3-isopropyl-2-cyclopenten-1-one). Reaction SMILES: [CH3:1][CH:2]([C@@:4]12C[CH:8]1[C@:7]([OH:11])(C)[CH2:6][CH2:5]2)[CH3:3].CC(C12CC1C(=O)CC2)C>>[CH:2]([C:4]1[CH2:5][CH2:6][C:7](=[O:11])[CH:8]=1)([CH3:3])[CH3:1]. Procedure details: In the process, however, a relatively greater number of steps have to be pursued up to the course of synthesis of sabina ketone (6). In addition, since sabine ketone is obtainable from the starting material 3-isopropyl-2-cyclopenten-1-one only in about 57% yield, the total yield of sabinene hydrate results in lower value. Moreover, according to the process, operations and works are complicated and laborious, as it requires isolation procedures for each intermediate. Further, it is necessary to u... Reactants: COc1nc(C)cnc1N(C(=O)OCC(C)C)S(=O)(=O)c1cccnc1Cl, OB(O)c1ccc(-c2nnco2)cc1. RXN SMILES: [CH2:15]([CH:16]([CH3:17])[CH3:18])[O:19][C:20](=[O:21])[N:22]([S:23](=[O:24])(=[O:25])[c:26]1[c:27]([Cl:32])[n:28][cH:29][cH:30][cH:31]1)[c:33]1[n:34][cH:35][c:36]([CH3:41])[n:37][c:38]1[O:39][CH3:40].[o:1]1[c:2](-[c:6]2[cH:7][cH:8][c:9]([B:12]([OH:13])[OH:14])[cH:10][cH:11]2)[n:3][n:4][cH:5]1>>[o:1]1[c:2](-[c:6]2[cH:7][cH:8][c:9](-[c:27]3[c:26]([S:23]([N:22]([C:20]([O:19][CH2:15][CH:16]([CH3:17])[CH3:18])=[O:21])[c:33]4[n:34][cH:35][c:36]([CH3:41])[n:37][c:38]4[O:39][CH3:40])(=[O:24])=[O:25])[cH:31][cH:30][cH:29][n:28]3)[cH:10][cH:11]2)[n:3][n:4][cH:5]1. Product: COc1nc(C)cnc1N(C(=O)OCC(C)C)S(=O)(=O)c1cccnc1-c1ccc(-c2nnco2)cc1.